From a dataset of the Open Reaction Database (ORD), a public repository of structured organic reaction records. describe an organic reaction: reactants, conditions, products, and yield Starting materials: Cc1ccn2c(-c3ccc4cccc(O[Si](C)(C)C(C)(C)C)c4n3)nnc2c1, CCCC[N+](CCCC)(CCCC)CCCC, [Cl-], [F-], [NH4+], C1CCOC1. The product is Cc1ccn2c(-c3ccc4cccc(O)c4n3)nnc2c1. As a reaction SMILES: [C:1]([Si:2]([CH3:3])([CH3:4])[O:6][c:7]1[cH:8][cH:9][cH:10][c:11]2[cH:12][cH:13][c:14](-[c:17]3[n:18][n:19][c:20]4[n:21]3[cH:22][cH:23][c:24]([CH3:26])[cH:25]4)[n:15][c:16]12)([CH3:5])([CH3:27])[CH3:28].[CH3:30][CH2:31][CH2:32][CH2:33][N+:34]([CH2:35][CH2:36][CH2:37][CH3:38])([CH2:39][CH2:40][CH2:41][CH3:42])[CH2:43][CH2:44][CH2:45][CH3:46].[Cl-:52].[F-:29].[NH4+:53].[O:47]1[CH2:48][CH2:49][CH2:50][CH2:51]1>>[OH:6][c:7]1[cH:8][cH:9][cH:10][c:11]2[cH:12][cH:13][c:14](-[c:17]3[n:18][n:19][c:20]4[n:21]3[cH:22][cH:23][c:24]([CH3:26])[cH:25]4)[n:15][c:16]12.